This data is from the Open Reaction Database (ORD), a public repository of structured organic reaction records. The task is: describe an organic reaction: reactants, conditions, products, and yield The reactants are C(C)O (ethanol), Cl (hydrochloric acid), C1=C(C=CC2=CC=CC=C12)OC(C(Cl)(Cl)Cl)NC(C1=C(C=CC=C1)OC(C)=O)=O (N-(1'-β-naphthoxy-2',2',2'-trichloroethyl)-2-acetoxybenzamide). Run in O (water). Yields the product C1=C(C=CC2=CC=CC=C12)OC(C(Cl)(Cl)Cl)NC(C1=C(C=CC=C1)O)=O (N-(1'-β-naphthoxy-2',2',2'-trichloroethyl)-2-hydroxybenzamide). The yield is 52.5%. RXN SMILES: C(O)C.Cl.[CH:5]1[C:14]2[C:9](=[CH:10][CH:11]=[CH:12][CH:13]=2)[CH:8]=[CH:7][C:6]=1[O:15][CH:16]([NH:21][C:22](=[O:33])[C:23]1[CH:28]=[CH:27][CH:26]=[CH:25][C:24]=1[O:29]C(=O)C)[C:17]([Cl:20])([Cl:19])[Cl:18]>O>[CH:5]1[C:14]2[C:9](=[CH:10][CH:11]=[CH:12][CH:13]=2)[CH:8]=[CH:7][C:6]=1[O:15][CH:16]([NH:21][C:22](=[O:33])[C:23]1[CH:28]=[CH:27][CH:26]=[CH:25][C:24]=1[OH:29])[C:17]([Cl:19])([Cl:20])[Cl:18]. Procedure: 50 ml of ethanol and 1 ml of concentrated hydrochloric acid were added to 4.2 g of N-(1'-β-naphthoxy-2',2',2'-trichloroethyl)-2-acetoxybenzamide synthesized in Preparation Example 5. The whole was refluxed for about three hours. After cooling, the reaction mixture was poured into water and the resulting crystals were recrystallized from N-hexane/benzene (2:1) to obtain 2.0 g of N-(1'-β-naphthoxy-2',2',2'-trichloroethyl)-2-hydroxybenzamide as white crystals. Reactants: O=Cc1ccccc1Br, C#CCCCC. The product is CCCCC=CC(O)c1ccccc1Br. As a reaction SMILES: [Br:7][c:8]1[c:9]([CH:10]=[O:11])[cH:12][cH:13][cH:14][cH:15]1.[CH:1]#[C:2][CH2:3][CH2:4][CH2:5][CH3:6]>>[CH:1](=[CH:2][CH2:3][CH2:4][CH2:5][CH3:6])[CH:10]([c:9]1[c:8]([Br:7])[cH:15][cH:14][cH:13][cH:12]1)[OH:11]. Starting materials: [NH4+].[Cl-] (NH4Cl), FC=1C(=NC(=NC1)C1=CN(C2=NC=C(C=C21)F)S(=O)(=O)C2=CC=C(C)C=C2)NC(C[S@](=O)CC(=O)OC(C)(C)C)C(C)(C)C (tert-butyl 2-((S)-2-(5-fluoro-2-(5-fluoro-1-tosyl-1H-pyrrolo[2,3-b]pyridin-3-yl)pyrimidin-4-ylamino)-3,3-dimethylbutylsulfinyl)ethanoate), FC=1C(=NC(=NC1)C1=CN(C2=NC=C(C=C21)F)S(=O)(=O)C2=CC=C(C)C=C2)NC(C[S@](=O)CC(=O)OC(C)(C)C)C(C)(C)C (tert-Butyl 2-((S)-2-(5-fluoro-2-(5-fluoro-1-tosyl-1H-pyrrolo[2,3-b]pyridin-3-yl)pyrimidin-4-ylamino)-3,3-dimethylbutylsulfinyl)ethanoate), C[O-].[Na+] (NaOMe). Run in C1CCOC1 (THF). Conditions: time 30 minute. Product: FC=1C(=NC(=NC1)C1=CNC2=NC=C(C=C21)F)NC(C[S@](=O)CC(=O)O)C(C)(C)C (2-((S)-2-(5-fluoro-2-(5-fluoro-1H-pyrrolo[2,3-b]pyridin-3-yl)pyrimidin-4-ylamino)-3,3-dimethylbutylsulfinyl)ethanoic acid). As a reaction SMILES: [F:1][C:2]1[C:3]([NH:28][CH:29]([C:41]([CH3:44])([CH3:43])[CH3:42])[CH2:30][S@@:31]([CH2:33][C:34]([O:36]C(C)(C)C)=[O:35])=[O:32])=[N:4][C:5]([C:8]2[C:16]3[C:11](=[N:12][CH:13]=[C:14]([F:17])[CH:15]=3)[N:10](S(C3C=CC(C)=CC=3)(=O)=O)[CH:9]=2)=[N:6][CH:7]=1.C[O-].[Na+].[NH4+].[Cl-]>C1COCC1>[F:1][C:2]1[C:3]([NH:28][CH:29]([C:41]([CH3:44])([CH3:43])[CH3:42])[CH2:30][S@@:31]([CH2:33][C:34]([OH:36])=[O:35])=[O:32])=[N:4][C:5]([C:8]2[C:16]3[C:11](=[N:12][CH:13]=[C:14]([F:17])[CH:15]=3)[NH:10][CH:9]=2)=[N:6][CH:7]=1 |f:1.2,3.4|. Procedure details: To a solution of tert-butyl 2-((S)-2-(5-fluoro-2-(5-fluoro-1-tosyl-1H-pyrrolo[2,3-b]pyridin-3-yl)pyrimidin-4-ylamino)-3,3-dimethylbutylsulfinyl)ethanoate, 176a, (0.42 g, 0.64 mmol) in THF (10 mL) was added NaOMe (0.21 mL of 25% solution in MeOH, 0.96 mmol). The solution was stirred at room temperature for 30 minutes. Aqueous saturated NH4Cl solution was added and the solvent was removed under reduced pressure. The residue was dissolved in water (20 mL) and the aqueous layer was extracted with Et... Reactants: ClC=1C=C(N)C=C(C1)Cl (3,5-dichloroaniline), C(C)C(C(=O)[O-])=O (ethylglyoxalate), BrC1=C(C=C)C=CC=C1 (2-bromostyrene), FC(C(=O)O)(F)F (trifluoroacetic acid). Solvent: C(C)#N (acetonitrile). Procedure details: Compound 36 was prepared by the basic process from 5.0 mmol 3,5-dichloroaniline, 5.5 mmol ethylglyoxalate solution (50% toluene), 15.0 mmol 2-bromostyrene and 5.0 mmol trifluoroacetic acid in 30.0 ml acetonitrile. The product is C(C)OC(=O)C1NC2=CC(=CC(=C2C(C1)C1=C(C=CC=C1)Br)Cl)Cl (4-(2-bromophenyl)-5,7-dichloro-1,2,3,4-tetrahydroquinoline-2-carboxylic Acid Ethyl Ester). RXN SMILES: [Cl:1][C:2]1[CH:3]=[C:4]([CH:6]=[C:7]([Cl:9])[CH:8]=1)[NH2:5].[CH2:10]([C:12](=O)[C:13]([O-:15])=[O:14])[CH3:11].[Br:17][C:18]1[CH:25]=[CH:24][CH:23]=[CH:22][C:19]=1C=C.F[C:27](F)(F)[C:28](O)=O>C(#N)C>[CH2:27]([O:15][C:13]([CH:12]1[CH2:10][CH:11]([C:19]2[CH:22]=[CH:23][CH:24]=[CH:25][C:18]=2[Br:17])[C:3]2[C:4](=[CH:6][C:7]([Cl:9])=[CH:8][C:2]=2[Cl:1])[NH:5]1)=[O:14])[CH3:28]. Starting materials: C(C1=CC=CC=C1)(=O)O (benzoic acid), FC(C(CNC1=C2C=NN(C2=CC=C1)C1=CC=C(C=C1)F)(O)CNCCC)(F)F (1,1,1-trifluoro-3-{[1-(4-fluorophenyl)-1H-indazol-4-yl]amino}-2-[(propylamino)methyl]-2-propanol). The product is C(CC)N(C(C1=CC=CC=C1)=O)CC(C(F)(F)F)(O)CNC1=C2C=NN(C2=CC=C1)C1=CC=C(C=C1)F (N-Propyl-N-[3,3,3-trifluoro-2-({[1-(4-fluorophenyl)-1H-indazol-4-yl]amino}methyl)-2-hydroxypropyl]benzamide). RXN SMILES: [C:1]([OH:9])(=O)[C:2]1[CH:7]=[CH:6][CH:5]=[CH:4][CH:3]=1.[F:10][C:11]([F:38])([F:37])[C:12]([CH2:32][NH:33][CH2:34][CH2:35][CH3:36])([OH:31])[CH2:13][NH:14][C:15]1[CH:23]=[CH:22][CH:21]=[C:20]2[C:16]=1[CH:17]=[N:18][N:19]2[C:24]1[CH:29]=[CH:28][C:27]([F:30])=[CH:26][CH:25]=1>>[CH2:34]([N:33]([CH2:32][C:12]([CH2:13][NH:14][C:15]1[CH:23]=[CH:22][CH:21]=[C:20]2[C:16]=1[CH:17]=[N:18][N:19]2[C:24]1[CH:25]=[CH:26][C:27]([F:30])=[CH:28][CH:29]=1)([OH:31])[C:11]([F:10])([F:37])[F:38])[C:1](=[O:9])[C:2]1[CH:3]=[CH:4][CH:5]=[CH:6][CH:7]=1)[CH2:35][CH3:36]. Procedure details: Prepared similarly to Example 1 from benzoic acid and 1,1,1-trifluoro-3-{[1-(4-fluorophenyl)-1H-indazol-4-yl]amino}-2-[(propylamino)methyl]-2-propanol.